Dataset: the Open Reaction Database (ORD), a public repository of structured organic reaction records. Task: describe an organic reaction: reactants, conditions, products, and yield Starting materials: CCO, Cl, CCOC(=O)CCc1cn(Cc2ccc(OCc3ccc4ccccc4n3)cc2)nc1-c1ccc(F)cc1, [Na+], C1CCOC1, [OH-]. Product: O=C(O)CCc1cn(Cc2ccc(OCc3ccc4ccccc4n3)cc2)nc1-c1ccc(F)cc1. Reaction SMILES: [CH3:47][CH2:48][OH:49].[ClH:46].[F:1][c:2]1[cH:3][cH:4][c:5](-[c:8]2[n:9][n:10]([CH2:20][c:21]3[cH:22][cH:23][c:24]([O:27][CH2:28][c:29]4[n:30][c:31]5[cH:32][cH:33][cH:34][cH:35][c:36]5[cH:37][cH:38]4)[cH:25][cH:26]3)[cH:11][c:12]2[CH2:13][CH2:14][C:15](=[O:16])[O:17][CH2:18][CH3:19])[cH:6][cH:7]1.[Na+:40].[O:41]1[CH2:42][CH2:43][CH2:44][CH2:45]1.[OH-:39]>>[F:1][c:2]1[cH:3][cH:4][c:5](-[c:8]2[n:9][n:10]([CH2:20][c:21]3[cH:22][cH:23][c:24]([O:27][CH2:28][c:29]4[n:30][c:31]5[cH:32][cH:33][cH:34][cH:35][c:36]5[cH:37][cH:38]4)[cH:25][cH:26]3)[cH:11][c:12]2[CH2:13][CH2:14][C:15](=[O:16])[OH:17])[cH:6][cH:7]1. The reactants are C(C)(C)(C)OC(=O)N1[C@@H](CC(C1)=NOCC1=CC(=C(C=C1)Cl)Cl)C(=O)O ((2S,4EZ)-1-(tert-butoxycarbonyl)-4-{[(3,4-dichlorobenzyl)oxy]imino}-2-pyrrolidinecarboxylic acid), O=C1OC(=CC=C1C(=O)Cl)CCCCC (2-oxo-6-pentyl-2H-pyran-3-carbonyl chloride), O1C(=CC=C1)CN (2-furylmethylamine). Product: ClC=1C=C(CON=C2C[C@H](N(C2)C(=O)C=2C(OC(=CC2)CCCCC)=O)C(=O)NCC=2OC=CC2)C=CC1Cl ((2S,4EZ)-4-{[(3,4-dichlorobenzyl)oxy]imino}-N-(2-furylmethyl)-1-[(2-oxo-6-pentyl-2H-pyran-3-yl)carbonyl]-2-pyrrolidinecarboxamide). As a reaction SMILES: C(O[C:6]([N:8]1[CH2:12][C:11](=[N:13][O:14][CH2:15][C:16]2[CH:21]=[CH:20][C:19]([Cl:22])=[C:18]([Cl:23])[CH:17]=2)[CH2:10][C@H:9]1[C:24]([OH:26])=O)=[O:7])(C)(C)C.[O:27]=[C:28]1[C:33](C(Cl)=O)=[CH:32][CH:31]=[C:30]([CH2:37][CH2:38][CH2:39][CH2:40][CH3:41])[O:29]1.[O:42]1[CH:46]=[CH:45][CH:44]=[C:43]1[CH2:47][NH2:48]>>[Cl:23][C:18]1[CH:17]=[C:16]([CH:21]=[CH:20][C:19]=1[Cl:22])[CH2:15][O:14][N:13]=[C:11]1[CH2:12][N:8]([C:6]([C:33]2[C:28](=[O:27])[O:29][C:30]([CH2:37][CH2:38][CH2:39][CH2:40][CH3:41])=[CH:31][CH:32]=2)=[O:7])[C@H:9]([C:24]([NH:48][CH2:47][C:43]2[O:42][CH:46]=[CH:45][CH:44]=2)=[O:26])[CH2:10]1. Procedure details: Following the general method as outlined in Example 22, starting from (2S,4EZ)-1-(tert-butoxycarbonyl)-4-{[(3,4-dichlorobenzyl)oxy]imino}-2-pyrrolidinecarboxylic acid, 2-oxo-6-pentyl-2H-pyran-3-carbonyl chloride, and 2-furylmethylamine the title compound was obtained in 92% purity by LC/MS. MS(ESI+): m/z=574.4. The reactants are CC(=O)O[BH-](OC(C)=O)OC(C)=O, O=C([O-])O, FC1(F)COC2(CCNCC2)c2sc(Cl)cc21, ClCCCl, CCOC(=O)c1nn(-c2ncccc2F)cc1C=O, [Na+], [Na+]. Yields the product CCOC(=O)c1nn(-c2ncccc2F)cc1CN1CCC2(CC1)OCC(F)(F)c1cc(Cl)sc12. As a reaction SMILES: [C:37]([O:38][BH-:39]([O:40][C:41](=[O:42])[CH3:43])[O:44][C:45](=[O:46])[CH3:47])(=[O:48])[CH3:49].[C:51](=[O:52])([OH:53])[O-:54].[Cl:20][c:21]1[cH:22][c:23]2[c:24]([s:36]1)[C:25]1([O:26][CH2:27][C:28]2([F:29])[F:30])[CH2:31][CH2:32][NH:33][CH2:34][CH2:35]1.[Cl:56][CH2:57][CH2:58][Cl:59].[F:1][c:2]1[c:3](-[n:8]2[n:9][c:10]([C:15](=[O:16])[O:17][CH2:18][CH3:19])[c:11]([CH:13]=[O:14])[cH:12]2)[n:4][cH:5][cH:6][cH:7]1.[Na+:50].[Na+:55]>>[F:1][c:2]1[c:3](-[n:8]2[n:9][c:10]([C:15](=[O:16])[O:17][CH2:18][CH3:19])[c:11]([CH2:13][N:33]3[CH2:32][CH2:31][C:25]4([c:24]5[c:23]([cH:22][c:21]([Cl:20])[s:36]5)[C:28]([F:29])([F:30])[CH2:27][O:26]4)[CH2:35][CH2:34]3)[cH:12]2)[n:4][cH:5][cH:6][cH:7]1. Reactants: Cl.C(C1=CC=CC=C1)N(CC1=CC=CC=C1)CCCl (N,N-dibenzyl-2-chloroethylamine hydrochloride), C([O-])([O-])=O.[K+].[K+] (potassium carbonate), C(C1=CC=CC=C1)OC1=CC=C(C=C1)O (4-benzyloxyphenol). Run in C(C)#N (acetonitrile). The product is C(C1=CC=CC=C1)N(CC1=CC=CC=C1)CCOC1=CC=C(C=C1)OCC1=CC=CC=C1 (1-(N,N-dibenzylamino)-2-(4-benzyloxyphenoxy)-ethane). Reaction SMILES: Cl.[CH2:2]([N:9]([CH2:17][CH2:18]Cl)[CH2:10][C:11]1[CH:16]=[CH:15][CH:14]=[CH:13][CH:12]=1)[C:3]1[CH:8]=[CH:7][CH:6]=[CH:5][CH:4]=1.C(=O)([O-])[O-].[K+].[K+].[CH2:26]([O:33][C:34]1[CH:39]=[CH:38][C:37]([OH:40])=[CH:36][CH:35]=1)[C:27]1[CH:32]=[CH:31][CH:30]=[CH:29][CH:28]=1>C(#N)C>[CH2:2]([N:9]([CH2:17][CH2:18][O:40][C:37]1[CH:36]=[CH:35][C:34]([O:33][CH2:26][C:27]2[CH:28]=[CH:29][CH:30]=[CH:31][CH:32]=2)=[CH:39][CH:38]=1)[CH2:10][C:11]1[CH:16]=[CH:15][CH:14]=[CH:13][CH:12]=1)[C:3]1[CH:8]=[CH:7][CH:6]=[CH:5][CH:4]=1 |f:0.1,2.3.4|. Procedure details: The material given in Example 1 was prepared in accordance with the following. 20.0 g. of N,N-dibenzyl-2-chloroethylamine hydrochloride and 27.6 g of potassium carbonate were mixed in 250 ml of acetonitrile. The mixture was refluxed for 15 min. and 13.8 g of 4-benzyloxyphenol were added, whereupon the mixture was refluxed for 5 hours while stirred. After filtration and evaporation the residue was recrystallized from petroleum ether. 18.4 g of 1-(N,N-dibenzylamino)-2-(4-benzyloxyphenoxy)-ethane w...